Task: describe an organic reaction: reactants, conditions, products, and yield. Dataset: the Open Reaction Database (ORD), a public repository of structured organic reaction records Starting materials: CCCCCCC(C)(C)c1ccc(C2CN(Cc3ccccc3)CCC2(O)CCCc2ccccc2)c(OCc2ccccc2)c1, O=S(Cl)Cl, c1ccncc1. Yields the product CCCCCCC(C)(C)c1ccc(C2=C(CCCc3ccccc3)CCN(Cc3ccccc3)C2)c(OCc2ccccc2)c1. RXN SMILES: [CH2:1]([c:2]1[cH:3][cH:4][cH:5][cH:6][cH:7]1)[N:8]1[CH2:9][CH:10]([c:24]2[c:25]([O:39][CH2:40][c:41]3[cH:42][cH:43][cH:44][cH:45][cH:46]3)[cH:26][c:27]([C:30]([CH2:31][CH2:32][CH2:33][CH2:34][CH2:35][CH3:36])([CH3:37])[CH3:38])[cH:28][cH:29]2)[C:11]([OH:14])([CH2:15][CH2:16][CH2:17][c:18]2[cH:19][cH:20][cH:21][cH:22][cH:23]2)[CH2:12][CH2:13]1.[S:47]([Cl:48])([Cl:49])=[O:50].[cH:51]1[cH:52][cH:53][n:54][cH:55][cH:56]1>>[CH2:1]([c:2]1[cH:3][cH:4][cH:5][cH:6][cH:7]1)[N:8]1[CH2:9][C:10]([c:24]2[c:25]([O:39][CH2:40][c:41]3[cH:42][cH:43][cH:44][cH:45][cH:46]3)[cH:26][c:27]([C:30]([CH2:31][CH2:32][CH2:33][CH2:34][CH2:35][CH3:36])([CH3:37])[CH3:38])[cH:28][cH:29]2)=[C:11]([CH2:15][CH2:16][CH2:17][c:18]2[cH:19][cH:20][cH:21][cH:22][cH:23]2)[CH2:12][CH2:13]1. Reactants: CC12CC(F)C3(Cl)C(CCC4=CC(=O)CCC43C)C1CCC2=O, C1CCOC1, c1ccc([SnH](c2ccccc2)c2ccccc2)cc1. Product: CC12CC(F)C3C(CCC4=CC(=O)CCC43C)C1CCC2=O. Reaction SMILES: [Cl:1][C:2]12[C:3]3([CH3:23])[CH2:4][CH2:5][C:6](=[O:22])[CH:7]=[C:8]3[CH2:9][CH2:10][CH:11]1[CH:12]1[CH2:13][CH2:14][C:15](=[O:21])[C:16]1([CH3:17])[CH2:18][CH:19]2[F:20].[O:43]1[CH2:44][CH2:45][CH2:46][CH2:47]1.[c:24]1([SnH:25]([c:26]2[cH:27][cH:28][cH:29][cH:30][cH:31]2)[c:32]2[cH:33][cH:34][cH:35][cH:36][cH:37]2)[cH:38][cH:39][cH:40][cH:41][cH:42]1>>[CH:2]12[C:3]3([CH3:23])[CH2:4][CH2:5][C:6](=[O:22])[CH:7]=[C:8]3[CH2:9][CH2:10][CH:11]1[CH:12]1[CH2:13][CH2:14][C:15](=[O:21])[C:16]1([CH3:17])[CH2:18][CH:19]2[F:20]. Starting materials: NC1=CC(=C(C(=N1)C=1OC=CC1)C#N)OS(=O)(=O)C(F)(F)F (trifluoromethanesulfonic acid 6-amino-3-cyano-2-furan-2-yl-pyridin-4-yl ester), NCC1=NC2=CC=CC=C2C=C1 (2-(aminomethyl)quinoline). Run in COCCOC (DME). Yields the product NC1=NC(=C(C#N)C(=C1)NCC1=NC2=CC=CC=C2C=C1)C=1OC=CC1 (6-Amino-2-furan-2-yl-4-[(quinolin-2-ylmethyl)-amino]-nicotinonitrile). Reaction SMILES: [NH2:1][C:2]1[N:7]=[C:6]([C:8]2[O:9][CH:10]=[CH:11][CH:12]=2)[C:5]([C:13]#[N:14])=[C:4](OS(C(F)(F)F)(=O)=O)[CH:3]=1.[NH2:23][CH2:24][C:25]1[CH:34]=[CH:33][C:32]2[C:27](=[CH:28][CH:29]=[CH:30][CH:31]=2)[N:26]=1>COCCOC>[NH2:1][C:2]1[CH:3]=[C:4]([NH:23][CH2:24][C:25]2[CH:34]=[CH:33][C:32]3[C:27](=[CH:28][CH:29]=[CH:30][CH:31]=3)[N:26]=2)[C:5]([C:13]#[N:14])=[C:6]([C:8]2[O:9][CH:10]=[CH:11][CH:12]=2)[N:7]=1. Reported procedure: From trifluoromethanesulfonic acid 6-amino-3-cyano-2-furan-2-yl-pyridin-4-yl ester and 2-(aminomethyl)quinoline in DME. ES-MS m/e (%): 342 (M+H+, 100). Starting materials: OC1=C(C=C(C=C1)F)C(C)=O (2'-hydroxy-5'-fluoroacetophenone), [H-].[Na+] (sodium hydride), Cl (HCl), C(CCC)(=O)OCC (ethyl butyrate). Run in O1CCCC1 (tetrahydrofuran). Reaction conditions: time 30 minute. The product is FC=1C=CC2=C(C(C=C(O2)CCC)=O)C1 (6-fluoro-2-propyl-4H-1-benzopyran-4-one). Reaction SMILES: [OH:1][C:2]1[CH:7]=[CH:6][C:5]([F:8])=[CH:4][C:3]=1[C:9](=[O:11])[CH3:10].[H-].[Na+].[C:14](OCC)(=O)[CH2:15][CH2:16][CH3:17].Cl>O1CCCC1>[F:8][C:5]1[CH:6]=[CH:7][C:2]2[O:1][C:14]([CH2:15][CH2:16][CH3:17])=[CH:10][C:9](=[O:11])[C:3]=2[CH:4]=1 |f:1.2|. Procedure details: 2'-hydroxy-5'-fluoroacetophenone (2 gm) in tetrahydrofuran (10 mL) was added dropwise to sodium hydride (600 mg), then ethyl butyrate (10 mL) was added. After 30 minutes, aqueous 1N HCl (50 mL) was added, and the mixture extracted with ethyl acetate, and the extracts washed with H2O, saturated aqueous NaHCO3, brine, dried (Na2SO4), filtered and evaporated. The residue was dissolved in dichloromethane (100 mL), and trifluoroacetic acid (7 mL) added, and after stirring overnight at room temperatur...